From a dataset of the Open Reaction Database (ORD), a public repository of structured organic reaction records. describe an organic reaction: reactants, conditions, products, and yield Reactants: COC1=CC=NC2=C(C=CC=C12)SC1=NC2=C(N1)C=CC=C2 (2-(4-Methoxyquinolin-8-yl thio)-1H-benzimidazole), ClC1=CC(=CC=C1)C(=O)OO (m-chloroperbenzoic acid). Solvent: C(C)(=O)OCC (ethyl acetate). Product: SiO2 ethyl acetate, COC1=CC=NC2=C(C=CC=C12)S(=O)C1=NC2=C(N1)C=CC=C2 (2-(4-Methoxyquinolin-8-yl sulphinyl)-1H-benzimidazole). Reaction SMILES: [CH3:1][O:2][C:3]1[C:12]2[C:7](=[C:8]([S:13][C:14]3[NH:18][C:17]4[CH:19]=[CH:20][CH:21]=[CH:22][C:16]=4[N:15]=3)[CH:9]=[CH:10][CH:11]=2)[N:6]=[CH:5][CH:4]=1.ClC1C=CC=C(C(OO)=[O:31])C=1>C(OCC)(=O)C>[CH3:1][O:2][C:3]1[C:12]2[C:7](=[C:8]([S:13]([C:14]3[NH:15][C:16]4[CH:22]=[CH:21][CH:20]=[CH:19][C:17]=4[N:18]=3)=[O:31])[CH:9]=[CH:10][CH:11]=2)[N:6]=[CH:5][CH:4]=1. Procedure: The product of step (b) above (390 mg) in ethyl acetate (20 ml) was cooled to -5° and treated with m-chloroperbenzoic acid (273 mg of 85% pure material). The temperature was allowed to rinse to ambient. The reaction mixture was then diluted with ethyl acetate and methylene chloride, and then washed with sodium bisulphite solution, sodium bicarbonate solution and brine. The solution was dried and evaporated. Column chromatography (SiO2 /ethyl acetate) gave the title compound 140 mg, mp 178°-9° (d... Reactants: O=C([O-])[O-], Cc1ccccc1, N#Cc1cccnc1Cl, [K+], [K+], OB(O)c1ccccc1, c1ccc(P(c2ccccc2)(c2ccccc2)[Pd](P(c2ccccc2)(c2ccccc2)c2ccccc2)(P(c2ccccc2)(c2ccccc2)c2ccccc2)P(c2ccccc2)(c2ccccc2)c2ccccc2)cc1. Product: N#Cc1cccnc1-c1ccccc1. As a reaction SMILES: [C:19](=[O:20])([O-:21])[O-:22].[CH3:25][c:26]1[cH:27][cH:28][cH:29][cH:30][cH:31]1.[Cl:1][c:2]1[n:3][cH:4][cH:5][cH:6][c:7]1[C:8]#[N:9].[K+:23].[K+:24].[OH:10][B:11]([OH:12])[c:13]1[cH:14][cH:15][cH:16][cH:17][cH:18]1.[cH:32]1[cH:33][cH:34][c:35]([P:36]([Pd:37]([P:38]([c:39]2[cH:40][cH:41][cH:42][cH:43][cH:44]2)([c:45]2[cH:46][cH:47][cH:48][cH:49][cH:50]2)[c:51]2[cH:52][cH:53][cH:54][cH:55][cH:56]2)([P:57]([c:58]2[cH:59][cH:60][cH:61][cH:62][cH:63]2)([c:64]2[cH:65][cH:66][cH:67][cH:68][cH:69]2)[c:70]2[cH:71][cH:72][cH:73][cH:74][cH:75]2)[P:76]([c:77]2[cH:78][cH:79][cH:80][cH:81][cH:82]2)([c:83]2[cH:84][cH:85][cH:86][cH:87][cH:88]2)[c:89]2[cH:90][cH:91][cH:92][cH:93][cH:94]2)([c:95]2[cH:96][cH:97][cH:98][cH:99][cH:100]2)[c:101]2[cH:102][cH:103][cH:104][cH:105][cH:106]2)[cH:107][cH:108]1>>[c:2]1(-[c:13]2[cH:14][cH:15][cH:16][cH:17][cH:18]2)[n:3][cH:4][cH:5][cH:6][c:7]1[C:8]#[N:9]. The reactants are COc1ccc(S(C)(=O)=O)cc1CNC1C2CCN(CC2)C1C(c1ccccc1)c1ccccc1, CS(=O)(=O)O, CC(C)=O. Reaction SMILES: [CH3:1][O:2][c:3]1[c:4]([CH2:13][NH:14][CH:15]2[CH:16]([CH:23]([c:24]3[cH:25][cH:26][cH:27][cH:28][cH:29]3)[c:30]3[cH:31][cH:32][cH:33][cH:34][cH:35]3)[N:17]3[CH2:18][CH2:19][CH:20]2[CH2:21][CH2:22]3)[cH:5][c:6]([S:9](=[O:10])(=[O:11])[CH3:12])[cH:7][cH:8]1.[CH3:36][S:37]([OH:38])(=[O:39])=[O:40].[CH3:41][C:42](=[O:43])[CH3:44]>>[CH3:1][O:2][c:3]1[c:4]([CH2:13][NH:14][CH:15]2[CH:16]([CH:23]([c:24]3[cH:25][cH:26][cH:27][cH:28][cH:29]3)[c:30]3[cH:31][cH:32][cH:33][cH:34][cH:35]3)[N:17]3[CH2:18][CH2:19][CH:20]2[CH2:21][CH2:22]3)[cH:5][c:6]([S:9](=[O:10])(=[O:11])[CH3:12])[cH:7][cH:8]1.[CH3:36][S:37](=[O:38])(=[O:39])[OH:40]. The product is COc1ccc(S(C)(=O)=O)cc1CNC1C2CCN(CC2)C1C(c1ccccc1)c1ccccc1, CS(=O)(=O)O.